This data is from the Open Reaction Database (ORD), a public repository of structured organic reaction records. The task is: describe an organic reaction: reactants, conditions, products, and yield The reactants are CCOC(=O)N1c2c(c(C)nn2C)C(NCc2cc(C(F)(F)F)cc(C(F)(F)F)c2)CC1CC, C1CCOC1, COC(=O)Cl, [K+], [K+], O=C([O-])[O-], O. The product is CCOC(=O)N1c2c(c(C)nn2C)C(N(Cc2cc(C(F)(F)F)cc(C(F)(F)F)c2)C(=O)OC)CC1CC. RXN SMILES: [CH2:1]([CH3:2])[O:3][C:4](=[O:5])[N:6]1[c:7]2[c:8]([c:30]([CH3:34])[n:31][n:32]2[CH3:33])[CH:9]([NH:14][CH2:15][c:16]2[cH:17][c:18]([C:26]([F:27])([F:28])[F:29])[cH:19][c:20]([C:22]([F:23])([F:24])[F:25])[cH:21]2)[CH2:10][CH:11]1[CH2:12][CH3:13].[CH2:41]1[O:42][CH2:43][CH2:44][CH2:45]1.[Cl:46][C:47](=[O:48])[O:49][CH3:50].[K+:35].[K+:36].[O-:37][C:38]([O-:39])=[O:40].[OH2:51]>>[CH2:1]([CH3:2])[O:3][C:4](=[O:5])[N:6]1[c:7]2[c:8]([c:30]([CH3:34])[n:31][n:32]2[CH3:33])[CH:9]([N:14]([CH2:15][c:16]2[cH:17][c:18]([C:26]([F:27])([F:28])[F:29])[cH:19][c:20]([C:22]([F:23])([F:24])[F:25])[cH:21]2)[C:47](=[O:48])[O:49][CH3:50])[CH2:10][CH:11]1[CH2:12][CH3:13]. Reactants: C1CCOC1, O=C(NC1CCC(C(F)(F)F)CC1)c1cc([N+](=O)[O-])c(Cl)nc1OCCF, N. Yields the product Nc1nc(OCCF)c(C(=O)NC2CCC(C(F)(F)F)CC2)cc1[N+](=O)[O-]. RXN SMILES: [CH2:29]1[O:30][CH2:31][CH2:32][CH2:33]1.[Cl:1][c:2]1[n:3][c:4]([O:24][CH2:25][CH2:26][F:27])[c:5]([C:6](=[O:7])[NH:8][CH:9]2[CH2:10][CH2:11][CH:12]([C:15]([F:16])([F:17])[F:18])[CH2:13][CH2:14]2)[cH:19][c:20]1[N+:21](=[O:22])[O-:23].[NH3:28]>>[c:2]1([NH2:28])[n:3][c:4]([O:24][CH2:25][CH2:26][F:27])[c:5]([C:6](=[O:7])[NH:8][CH:9]2[CH2:10][CH2:11][CH:12]([C:15]([F:16])([F:17])[F:18])[CH2:13][CH2:14]2)[cH:19][c:20]1[N+:21](=[O:22])[O-:23]. Starting materials: N#Cc1ccc(NN)cc1, CC(=O)O, CC(=O)[O-], Cl, [Na+]. Yields the product CC(=O)NNc1ccc(C#N)cc1. Reaction SMILES: [C:7](#[N:8])[c:9]1[cH:10][cH:11][c:12]([NH:15][NH2:16])[cH:13][cH:14]1.[CH3:17][C:18](=[O:19])[OH:20].[CH3:2][C:3]([O-:4])=[O:5].[ClH:6].[Na+:1]>>[CH3:2][C:3](=[O:5])[NH:16][NH:15][c:12]1[cH:11][cH:10][c:9]([C:7]#[N:8])[cH:14][cH:13]1. The reactants are CC=1C(=CC2=C(NC(C3=C(N2C(CN(CCC)CCC)=O)N=CC=C3)=S)C1)C (8,9-dimethyl-6,11-dihydro-11-[(dipropylamino)acetyl]-5H-pyrido[2,3-b][1,5]-benzodiazepin-5-thione), C(NN)(=O)OCC (ethyl carbazate). The product is CC1=CC2=C(N(C3=C(C=4N2C(NN4)=O)C=CC=N3)C(CN(CCC)CCC)=O)C=C1C (6,7-dimethyl-2,9-dihydro-9-[(dipropylamino)-acetyl]-3H-pyrido[3,2-c]-s-triazolo[4,3-a][1,5]benzodiazepin-3-one). RXN SMILES: [CH3:1][C:2]1[C:3]([CH3:28])=[CH:4][C:5]2[N:11]([C:12](=[O:21])[CH2:13][N:14]([CH2:18][CH2:19][CH3:20])[CH2:15][CH2:16][CH3:17])[C:10]3[N:22]=[CH:23][CH:24]=[CH:25][C:9]=3[C:8](=S)[NH:7][C:6]=2[CH:27]=1.[C:29](OCC)(=[O:32])[NH:30][NH2:31]>>[CH3:1][C:2]1[C:3]([CH3:28])=[CH:4][C:5]2[N:11]([C:12](=[O:21])[CH2:13][N:14]([CH2:18][CH2:19][CH3:20])[CH2:15][CH2:16][CH3:17])[C:10]3[N:22]=[CH:23][CH:24]=[CH:25][C:9]=3[C:8]3[N:7]([C:29](=[O:32])[NH:30][N:31]=3)[C:6]=2[CH:27]=1. Procedure: In the manner given in Example 13, 8,9-dimethyl-6,11-dihydro-11-[(dipropylamino)acetyl]-5H-pyrido[2,3-b][1,5]-benzodiazepin-5-thione is heated to about 200° C. wth ethyl carbazate to give 6,7-dimethyl-2,9-dihydro-9-[(dipropylamino)-acetyl]-3H-pyrido[3,2-c]-s-triazolo[4,3-a][1,5]benzodiazepin-3-one. Reactants: N1C=NC=C1 (Imidazole), [Si](C)(C)(C(C)(C)C)Cl (tert-butyldimethylsilyl chloride), OC1=CC=C(C(C(=O)O)=C1)N (5-hydroxyanthranilic acid). Run in CN(C=O)C (dimethylformamide). Run at time 18 hour. Yields the product NC1=C(C(=O)O)C=C(C=C1)O[Si](C)(C)C(C)(C)C (2-amino-5-(tert-butyl-dimethyl-silanyloxy)-benzoic acid). Isolated yield 99.5%. Reaction SMILES: N1C=CN=C1.[Si:6](Cl)([C:9]([CH3:12])([CH3:11])[CH3:10])([CH3:8])[CH3:7].[OH:14][C:15]1[CH:23]=[C:19]([C:20]([OH:22])=[O:21])[C:18]([NH2:24])=[CH:17][CH:16]=1>CN(C)C=O>[NH2:24][C:18]1[CH:17]=[CH:16][C:15]([O:14][Si:6]([C:9]([CH3:12])([CH3:11])[CH3:10])([CH3:8])[CH3:7])=[CH:23][C:19]=1[C:20]([OH:22])=[O:21]. Procedure: Imidazole (1.8 g, 26.1 mmol) and tert-butyldimethylsilyl chloride (3.95 g, 26.1 mmol) were added to a solution of the commercially available 5-hydroxyanthranilic acid (1.0 g, 6.54 mmol) in dimethylformamide (40 ml) while cooling in an ice/water bath. The mixture was allowed to warm to room temperature and stirred for 18 hours. Aqueous work-up afforded an impure sample of 2-amino-5-(tert-butyl-dimethyl-silanyloxy)-benzoic acid (1.74 g) that was used in Step (ii) without further purification. The reactants are CCOC(=O)c1ccc(O)c(OC)c1, BrCC#Cc1ccccc1. Product: CCOC(=O)c1ccc(OCC#Cc2ccccc2)c(OC)c1. Reaction SMILES: [C:11]([c:12]1[cH:13][c:14]([O:15][CH3:16])[c:17]([OH:18])[cH:19][cH:20]1)(=[O:21])[O:22][CH2:23][CH3:24].[c:1]1([C:7]#[C:8][CH2:9][Br:10])[cH:2][cH:3][cH:4][cH:5][cH:6]1>>[c:1]1([C:7]#[C:8][CH2:9][O:18][c:17]2[c:14]([O:15][CH3:16])[cH:13][c:12]([C:11](=[O:21])[O:22][CH2:23][CH3:24])[cH:20][cH:19]2)[cH:2][cH:3][cH:4][cH:5][cH:6]1.